From a dataset of the Open Reaction Database (ORD), a public repository of structured organic reaction records. describe an organic reaction: reactants, conditions, products, and yield Reactants: CC(C)(C)OC(=O)N1CCNCC1, C1CCOC1, C#CC(C)(C)Cl, Cl[Cu], Cl, O. Product: C#CC(C)(C)N1CCN(C(=O)OC(C)(C)C)CC1. RXN SMILES: [C:1]([CH3:2])([CH3:3])([CH3:4])[O:5][C:6](=[O:7])[N:8]1[CH2:9][CH2:10][NH:11][CH2:12][CH2:13]1.[CH2:20]1[O:21][CH2:22][CH2:23][CH2:24]1.[Cl:14][C:15]([C:16]#[CH:17])([CH3:18])[CH3:19].[Cl:26][Cu:27].[ClH:25].[OH2:28]>>[C:1]([CH3:2])([CH3:3])([CH3:4])[O:5][C:6](=[O:7])[N:8]1[CH2:9][CH2:10][N:11]([C:15]([C:16]#[CH:17])([CH3:18])[CH3:19])[CH2:12][CH2:13]1. The reactants are CC(C)(C)OC(=O)O, CCOC(=O)c1cc2cc(OCCOC)cc([N+](=O)[O-])c2[nH]1, CCOC(C)=O, C1CCOC1, O. Product: CCOC(=O)c1cc2cc(OCCOC)cc([N+](=O)[O-])c2n1C(=O)OC(C)(C)C. As a reaction SMILES: [C:23]([O:24][C:25]([CH3:26])([CH3:27])[CH3:28])([OH:29])=[O:30].[CH3:1][O:2][CH2:3][CH2:4][O:5][c:6]1[cH:7][c:8]2[cH:9][c:10]([C:18](=[O:19])[O:20][CH2:21][CH3:22])[nH:11][c:12]2[c:13]([N+:15](=[O:16])[O-:17])[cH:14]1.[CH3:36][CH2:37][O:38][C:39](=[O:40])[CH3:41].[O:31]1[CH2:32][CH2:33][CH2:34][CH2:35]1.[OH2:42]>>[CH3:1][O:2][CH2:3][CH2:4][O:5][c:6]1[cH:7][c:8]2[cH:9][c:10]([C:18](=[O:19])[O:20][CH2:21][CH3:22])[n:11]([C:23]([O:24][C:25]([CH3:26])([CH3:27])[CH3:28])=[O:29])[c:12]2[c:13]([N+:15](=[O:16])[O-:17])[cH:14]1. The reactants are Cc1cc(C(=O)CC(O)(c2cc(Cl)cc(Cl)c2)C(F)(F)F)ccc1Br, Cc1ccccc1, Cl, O=S(Cl)Cl, c1ccncc1. The product is Cc1cc(C(=O)C=C(c2cc(Cl)cc(Cl)c2)C(F)(F)F)ccc1Br. Reaction SMILES: [Br:1][c:2]1[c:3]([CH3:25])[cH:4][c:5]([C:8]([CH2:9][C:10]([C:11]([F:12])([F:13])[F:14])([OH:15])[c:16]2[cH:17][c:18]([Cl:23])[cH:19][c:20]([Cl:22])[cH:21]2)=[O:24])[cH:6][cH:7]1.[CH3:37][c:38]1[cH:39][cH:40][cH:41][cH:42][cH:43]1.[ClH:36].[S:26]([Cl:27])([Cl:28])=[O:29].[cH:30]1[cH:31][cH:32][n:33][cH:34][cH:35]1>>[Br:1][c:2]1[c:3]([CH3:25])[cH:4][c:5]([C:8]([CH:9]=[C:10]([C:11]([F:12])([F:13])[F:14])[c:16]2[cH:17][c:18]([Cl:23])[cH:19][c:20]([Cl:22])[cH:21]2)=[O:24])[cH:6][cH:7]1. Reactants: BrC=1C=C(SC1C)\C=N\CC(OC)OC ((E)-N-((4-bromo-5-methylthiophen-2-yl)methylene)-2,2-dimethoxyethanamine), [BH4-].[Na+] (sodium borohydride). The solvent is CCO (EtOH). Product: BrC=1C=C(SC1C)CNCC(OC)OC (N-((4-bromo-5-methylthiophen-2-yl)methyl)-2,2-dimethoxyethanamine). As a reaction SMILES: [Br:1][C:2]1[CH:3]=[C:4](/[CH:8]=[N:9]/[CH2:10][CH:11]([O:14][CH3:15])[O:12][CH3:13])[S:5][C:6]=1[CH3:7].[BH4-].[Na+]>CCO>[Br:1][C:2]1[CH:3]=[C:4]([CH2:8][NH:9][CH2:10][CH:11]([O:14][CH3:15])[O:12][CH3:13])[S:5][C:6]=1[CH3:7] |f:1.2|. Procedure details: (E)-N-((4-bromo-5-methylthiophen-2-yl)methylene)-2,2-dimethoxyethanamine (15.00 g, 51.34 mmol) was taken up in EtOH (50 ml) and treated with sodium borohydride (1.942 g, 51.34 mmol) slowly (some fizzing observed). The reaction was stirred at reflux for 3 hours and at room temperature overnight. The reaction was then concentrated under reduced pressure and the residue was taken up in a mixture of ethyl acetate and water. The layer were separated and the organic layer washed (2×) with an aqueous s... Starting materials: CC(C)(C)OC(=O)N1CCC(=O)CC1, C1CCOC1, CC(C)[N-]C(C)C, CCOC(C)=O, [Cl-], [Li+], [NH4+]. Product: CCOC(=O)CC1(O)CCN(C(=O)OC(C)(C)C)CC1. As a reaction SMILES: [C:15]([CH3:16])([CH3:17])([CH3:18])[O:19][C:20](=[O:21])[N:22]1[CH2:23][CH2:24][C:25](=[O:28])[CH2:26][CH2:27]1.[CH2:31]1[O:32][CH2:33][CH2:34][CH2:35]1.[CH3:2][CH:3]([N-:4][CH:5]([CH3:6])[CH3:7])[CH3:8].[CH3:9][CH2:10][O:11][C:12]([CH3:13])=[O:14].[Cl-:29].[Li+:1].[NH4+:30]>>[CH3:9][CH2:10][O:11][C:12]([CH2:13][C:25]1([OH:28])[CH2:24][CH2:23][N:22]([C:20]([O:19][C:15]([CH3:16])([CH3:17])[CH3:18])=[O:21])[CH2:27][CH2:26]1)=[O:14].